This data is from the Open Reaction Database (ORD), a public repository of structured organic reaction records. The task is: describe an organic reaction: reactants, conditions, products, and yield The reactants are C(C)(C)N(CC)C(C)C (Diisopropylethylamine), CS(=O)(=O)C=1C=C(C=CC1)NC(OC1=CC=CC=C1)=O (phenyl N-[3-(methylsulfonyl)phenyl]carbamate), NC1=CC=C(OC2=CC=NC3=CC(=C(C=C23)C#N)OCCOC)C=C1 (4-(4-aminophenoxy)-7-(2-methoxyethoxy)-6-cyanoquinoline). Product: C(#N)C=1C=C2C(=CC=NC2=CC1OCCOC)OC1=CC=C(C=C1)N(C(=O)N)C1=CC(=CC=C1)S(=O)(=O)C (N-(4-(6-Cyano-7-(2-methoxyethoxy)-4-quinolyl)oxyphenyl)-N-(3-(methylsulfonyl)phenyl)urea). The yield is 75.5%. Reaction SMILES: C([N:4](C(C)C)CC)(C)C.[CH3:10][S:11]([C:14]1[CH:15]=[C:16]([NH:20][C:21](=[O:29])OC2C=CC=CC=2)[CH:17]=[CH:18][CH:19]=1)(=[O:13])=[O:12].N[C:31]1[CH:54]=[CH:53][C:34]([O:35][C:36]2[C:45]3[C:40](=[CH:41][C:42]([O:48][CH2:49][CH2:50][O:51][CH3:52])=[C:43]([C:46]#[N:47])[CH:44]=3)[N:39]=[CH:38][CH:37]=2)=[CH:33][CH:32]=1>>[C:46]([C:43]1[CH:44]=[C:45]2[C:40](=[CH:41][C:42]=1[O:48][CH2:49][CH2:50][O:51][CH3:52])[N:39]=[CH:38][CH:37]=[C:36]2[O:35][C:34]1[CH:53]=[CH:54][C:31]([N:20]([C:16]2[CH:17]=[CH:18][CH:19]=[C:14]([S:11]([CH3:10])(=[O:12])=[O:13])[CH:15]=2)[C:21]([NH2:4])=[O:29])=[CH:32][CH:33]=1)#[N:47]. Procedure: Diisopropylethylamine (0.057 ml, 0.328 mmol) and phenyl N-[3-(methylsulfonyl)phenyl]carbamate (96 mg, 0.328 mmol) were reacted with 4-(4-aminophenoxy)-7-(2-methoxyethoxy)-6-cyanoquinoline (100 mg, 0.298 mmol), and the title compound (120 mg, 0.225 mmol, 75.6%) was obtained as white crystals by the same procedure as in Example 34. The reactants are [Si](C1=CC=CC=C1)(C1=CC=CC=C1)(C(C)(C)C)OC1=CC=C(OC[C@H](CNCCC2=CC=C(NC3CCN(CC3)C(=O)NCC3CCCC3)C=C2)O)C=C1 (4-[4-(2-{[(2S)-3-(4-{[tert-Butyl(diphenyl)silyl]oxy}phenoxy)-2-hydroxy-propyl]amino}ethyl)anilino]-N-(cyclopentylmethyl)-1-piperidinecarboxamide). The solvent is C(Cl)(Cl)Cl.CO (chloroform methanol). The product is C1(CCCC1)CNC(=O)N1CCC(CC1)NC1=CC=C(C=C1)CCNC[C@@H](COC1=CC=C(C=C1)O)O (4-(4-[2-[(2S)-2-Hydroxy-3-(4-hydroxy-phenoxy)-propylamino]-ethyl}-phenylamino)-piperidine-1-carboxylic acid cyclopentylmethyl-amide). Yield: 58.1%. RXN SMILES: [Si]([O:18][C:19]1[CH:54]=[CH:53][C:22]([O:23][CH2:24][C@@H:25]([OH:52])[CH2:26][NH:27][CH2:28][CH2:29][C:30]2[CH:51]=[CH:50][C:33]([NH:34][CH:35]3[CH2:40][CH2:39][N:38]([C:41]([NH:43][CH2:44][CH:45]4[CH2:49][CH2:48][CH2:47][CH2:46]4)=[O:42])[CH2:37][CH2:36]3)=[CH:32][CH:31]=2)=[CH:21][CH:20]=1)(C(C)(C)C)(C1C=CC=CC=1)C1C=CC=CC=1>C(Cl)(Cl)Cl.CO>[CH:45]1([CH2:44][NH:43][C:41]([N:38]2[CH2:39][CH2:40][CH:35]([NH:34][C:33]3[CH:50]=[CH:51][C:30]([CH2:29][CH2:28][NH:27][CH2:26][C@H:25]([OH:52])[CH2:24][O:23][C:22]4[CH:21]=[CH:20][C:19]([OH:18])=[CH:54][CH:53]=4)=[CH:31][CH:32]=3)[CH2:36][CH2:37]2)=[O:42])[CH2:49][CH2:48][CH2:47][CH2:46]1 |f:1.2|. Procedure details: 4-[4-(2-{[(2S)-3-(4-{[tert-Butyl(diphenyl)silyl]oxy}phenoxy)-2-hydroxy-propyl]amino}ethyl)anilino]-N-(cyclopentylmethyl)-1-piperidinecarboxamide (0.24 g, 0.32 mmol) was reacted according to Procedure H (eluant: 10:1 going to 5:1 chloroform-methanol containing 2% triethylamine) to give the title compound (0.095 g, 0.186 mmol). Reaction SMILES: [CH3:15][S:16](=[O:17])(=[O:18])[CH:19]=[CH2:20].[Cl:21][CH2:22][Cl:23].[ClH:1].[N+:2](=[O:3])([O-:4])[c:5]1[cH:6][c:7]([CH2:8][NH2:9])[cH:10][cH:11][cH:12]1.[Na+:14].[OH-:13]>>[N+:2](=[O:3])([O-:4])[c:5]1[cH:6][c:7]([CH2:8][NH:9][CH2:20][CH2:19][S:16]([CH3:15])(=[O:17])=[O:18])[cH:10][cH:11][cH:12]1. Reactants: C=CS(C)(=O)=O, ClCCl, Cl, NCc1cccc([N+](=O)[O-])c1, [Na+], [OH-]. Yields the product CS(=O)(=O)CCNCc1cccc([N+](=O)[O-])c1. The reactants are ClC=1C=C(CC#N)C=CC1Cl (3,4-dichlorobenzyl cyanide), BrC1=C(C=C(C=C1Cl)[N+](=O)[O-])Cl (4-bromo-3,5-dichloronitrobenzene), [OH-].[Na+] (sodium hydroxide). The solvent is CS(=O)C (DMSO), CS(=O)C (DMSO). Reaction conditions: time 1 hour. The product is ClC=1C=C(C=CC1Cl)C(C#N)C1=C(C=C(C=C1Cl)[N+](=O)[O-])Cl (α-(3,4-dichlorophenyl)-α-(2,6-dichloro-4-nitrophenyl)acetonitrile). Yield: 67.0%. As a reaction SMILES: [Cl:1][C:2]1[CH:3]=[C:4]([CH:8]=[CH:9][C:10]=1[Cl:11])[CH2:5][C:6]#[N:7].Br[C:13]1[C:18]([Cl:19])=[CH:17][C:16]([N+:20]([O-:22])=[O:21])=[CH:15][C:14]=1[Cl:23].[OH-].[Na+]>CS(C)=O>[Cl:1][C:2]1[CH:3]=[C:4]([CH:5]([C:13]2[C:14]([Cl:23])=[CH:15][C:16]([N+:20]([O-:22])=[O:21])=[CH:17][C:18]=2[Cl:19])[C:6]#[N:7])[CH:8]=[CH:9][C:10]=1[Cl:11] |f:2.3|. Procedure details: To 150 ml of 20% hydrous DMSO were added 6.15 g of 3,4-dichlorobenzyl cyanide, 8.13 g of 4-bromo-3,5-dichloronitrobenzene and 1.50 g of sodium hydroxide. The reaction was allowed to proceed for one hour at temperatures ranging from 60 to 70° C. After completion of the reaction, DMSO was removed, and the residue was dissolved in 50 ml of toluene. The solution was washed with water, dried and concentrated. To the concentrate was added ethyl alcohol to cause crystallization to afford the titled com... The reactants are OC/C(=C/CC/C(=C/CO)/C)/CC\C=C(\CCC=C(C)C)/C ((E,E,E)-7-hydroxymethyl-3,11,15-trimethyl-2,6,10,14-hexadecatetraen-1-ol), S(O)(O)(=O)=O.N1=CC=CC=C1 (sulfuric acid pyridine). The solvent is C1=CC=CC=C1 (benzene). The product is N1=CC=CC=C1.S(=O)(=O)(O)OS(=O)(=O)O.OC/C(=C/CC/C(=C/CO)/C)/CC\C=C(\CCC=C(C)C)/C ((E,E,E)-7-hydroxymethyl-3,11,15-trimethyl-2,6,10,14-hexadecatetraen-1-ol disulfate pyridine salt). Reaction SMILES: [OH:1][CH2:2]/[C:3](/[CH2:12][CH2:13]/[CH:14]=[C:15](\[CH3:22])/[CH2:16][CH2:17][CH:18]=[C:19]([CH3:21])[CH3:20])=[CH:4]/[CH2:5][CH2:6]/[C:7](/[CH3:11])=[CH:8]/[CH2:9][OH:10].[S:23](=[O:27])(=[O:26])([OH:25])[OH:24].[N:28]1[CH:33]=[CH:32][CH:31]=[CH:30][CH:29]=1>C1C=CC=CC=1>[N:28]1[CH:33]=[CH:32][CH:31]=[CH:30][CH:29]=1.[S:23]([O:25][S:23]([OH:26])(=[O:25])=[O:24])([OH:24])(=[O:27])=[O:26].[OH:1][CH2:2]/[C:3](/[CH2:12][CH2:13]/[CH:14]=[C:15](\[CH3:22])/[CH2:16][CH2:17][CH:18]=[C:19]([CH3:21])[CH3:20])=[CH:4]/[CH2:5][CH2:6]/[C:7](/[CH3:11])=[CH:8]/[CH2:9][OH:10] |f:1.2,4.5.6|. Reported procedure: Following the same manner as in Example 26, the reaction was conducted with 3.0 g of (E,Z,E) and (E,E,E)-7-hydroxymethyl-3,11,15-trimethyl-2,6,10,14-hexadecatetraen-1-ol and 5.0 g of anhydrous sulfuric acid-pyridine reagent in anhydrous benzene and after-treatment was conducted to afford 4.4 g of the end product.